From a dataset of the Open Reaction Database (ORD), a public repository of structured organic reaction records. describe an organic reaction: reactants, conditions, products, and yield The reactants are [Se](=O)=O (Selenium dioxide), O1CCOCC1 (p-dioxane), CC(=O)C=1C=CC(=CC1)O (4-hydroxyacetophenone). The solvent is O (water). Reaction conditions: temperature 60 celsius, time 2 hour. The product is O.OC1=CC=C(C=C1)C(=O)C=O (4-hydroxyphenylglyoxal hydrate). Reaction SMILES: [Se](=O)=[O:2].[O:4]1[CH2:9][CH2:8][O:7]CC1.CC([C:13]1[CH:14]=[CH:15][C:16]([OH:19])=[CH:17][CH:18]=1)=O>O>[OH2:2].[OH:19][C:16]1[CH:17]=[CH:18][C:13]([C:9]([CH:8]=[O:7])=[O:4])=[CH:14][CH:15]=1 |f:4.5|. Procedure details: Selenium dioxide (11.1 g, 0.1 mol) was added to a mixed solution of p-dioxane (60 cc) and water (2 cc) and dissolved therein on heating at 60° C., followed by adding 4-hydroxyacetophenone (13.6 g, 0.1 mol) all at once, reacting the mixture on heating under reflux for 4 hours, filtering off an inorganic material deposited after completion of the reaction, distilling off p-dioxane from the filtrate, adding water (80 cc) to the resulting red-brown oily material, heating the mixture with stirring at... The reactants are CCC(CC)c1ccc(C)c2[nH]c(=O)n(C)c12, O=P(Cl)(Cl)Cl. Product: CCC(CC)c1ccc(C)c2nc(Cl)n(C)c12. RXN SMILES: [CH2:1]([CH3:2])[CH:3]([CH2:4][CH3:5])[c:6]1[cH:7][cH:8][c:9]([CH3:17])[c:10]2[c:11]1[n:12]([CH3:16])[c:13](=[O:15])[nH:14]2.[P:18]([Cl:19])([Cl:20])([Cl:21])=[O:22]>>[CH2:1]([CH3:2])[CH:3]([CH2:4][CH3:5])[c:6]1[cH:7][cH:8][c:9]([CH3:17])[c:10]2[c:11]1[n:12]([CH3:16])[c:13]([Cl:20])[n:14]2.